From a dataset of the Open Reaction Database (ORD), a public repository of structured organic reaction records. describe an organic reaction: reactants, conditions, products, and yield Reactants: [Cl-].C(N)(=O)C1=CC=[N+](C=C1)C1=CC=CC=C1 (4-carbamoyl-1-phenylpyridinium chloride). Reagents/catalysts: [Pd] (palladium-on-carbon). Solvent: C(C)O (ethanol). Conditions: time 2 day. The product is C1(=CC=CC=C1)N1CCC(CC1)C(=O)N (1-phenylpiperidine-4-carboxamide). Isolated yield 52.9%. RXN SMILES: [Cl-].[C:2]([C:5]1[CH:10]=[CH:9][N+:8]([C:11]2[CH:16]=[CH:15][CH:14]=[CH:13][CH:12]=2)=[CH:7][CH:6]=1)(=[O:4])[NH2:3]>[Pd].C(O)C>[C:11]1([N:8]2[CH2:9][CH2:10][CH:5]([C:2]([NH2:3])=[O:4])[CH2:6][CH2:7]2)[CH:12]=[CH:13][CH:14]=[CH:15][CH:16]=1 |f:0.1|. Procedure: A mixture of 4-carbamoyl-1-phenylpyridinium chloride (13 g), 10% palladium-on-carbon catalyst (260 mg) and ethanol (250 ml) was hydrogenated at ambient temperature and pressure for 2 days. The solution was filtered (Celite) and the filtrate was concentrated to approximately 50 ml. This solution was cooled and the solid precipitate collected by filtration to give 1-phenylpiperidine-4-carboxamide (5.99 g). Starting materials: CCc1ccccc1, [Na+], [Na+], O=[N+]([O-])O[Pb]O[N+](=O)[O-], O, O=S([O-])[O-]. Yields the product CC(=O)c1ccccc1. Reaction SMILES: [CH3:1][CH2:2][c:3]1[cH:4][cH:5][cH:6][cH:7][cH:8]1.[Na+:14].[Na+:15].[O-:16][N+:17]([O:18][Pb:19][O:20][N+:21](=[O:22])[O-:23])=[O:24].[OH2:9].[S:10](=[O:11])([O-:12])[O-:13]>>[CH3:1][C:2]([c:3]1[cH:4][cH:5][cH:6][cH:7][cH:8]1)=[O:11]. Reactants: C(C)(=O)OCC (ethyl acetate), C([O-])([O-])=O.[K+].[K+] (Potassium carbonate), ICC (iodoethane), OC1=C(C(=O)O)C=CC(=C1)[N+](=O)[O-] (2-hydroxy-4-nitro-benzoic acid). Run in CC(CC)=O (2-butanone), hexanes. Reaction conditions: temperature 80 celsius. The product is C(C)OC1=C(C(=O)OCC)C=CC(=C1)[N+](=O)[O-] (ethyl 2-ethoxy-4-nitro-benzoate). Isolated yield 97.0%. RXN SMILES: C(=O)([O-])[O-].[K+].[K+].I[CH2:8][CH3:9].[OH:10][C:11]1[CH:19]=[C:18]([N+:20]([O-:22])=[O:21])[CH:17]=[CH:16][C:12]=1[C:13]([OH:15])=[O:14].[C:23](OCC)(=O)[CH3:24]>CC(=O)CC>[CH2:23]([O:10][C:11]1[CH:19]=[C:18]([N+:20]([O-:22])=[O:21])[CH:17]=[CH:16][C:12]=1[C:13]([O:15][CH2:8][CH3:9])=[O:14])[CH3:24] |f:0.1.2|. Procedure: Potassium carbonate (60.4 g, 437 mmol) and iodoethane (17.6 mL, 218.4 mmol) were added to a mechanically stirred solution of 2-hydroxy-4-nitro-benzoic acid (10.0 g, 54.6 mmol) in 2-butanone (165 mL). The resulting mixture was heated in an 80° C. oil bath for 16 h and then allowed to cool. TLC (20% ethyl acetate in hexanes) showed consumption of starting material. The reaction mixture was concentrated to dryness, and the residue was taken up in ethyl acetate and washed three times with a saturate... The reactants are CC1=CC=C(C=C1)C1=C(N=C(N1)C1=CC=CC2=CC=CC=C12)C(=O)OCC (Ethyl 5-(4-methylphenyl)-2-(1-naphthyl)imidazole-4-carboxylate), [OH-].[Na+] (sodium hydroxide). The solvent is C(C)O (ethyl alcohol). Yields the product CC1=CC=C(C=C1)C1=C(N=C(N1)C1=CC=CC2=CC=CC=C12)C(=O)O (5-(4-methylphenyl)-2-(1-naphthyl)imidazole-4-carboxylic acid). The yield is 79.6%. RXN SMILES: [CH3:1][C:2]1[CH:7]=[CH:6][C:5]([C:8]2[NH:12][C:11]([C:13]3[C:22]4[C:17](=[CH:18][CH:19]=[CH:20][CH:21]=4)[CH:16]=[CH:15][CH:14]=3)=[N:10][C:9]=2[C:23]([O:25]CC)=[O:24])=[CH:4][CH:3]=1.[OH-].[Na+]>C(O)C>[CH3:1][C:2]1[CH:7]=[CH:6][C:5]([C:8]2[NH:12][C:11]([C:13]3[C:22]4[C:17](=[CH:18][CH:19]=[CH:20][CH:21]=4)[CH:16]=[CH:15][CH:14]=3)=[N:10][C:9]=2[C:23]([OH:25])=[O:24])=[CH:4][CH:3]=1 |f:1.2|. Procedure details: Ethyl 5-(4-methylphenyl)-2-(1-naphthyl)imidazole-4-carboxylate (4.5 g) was dissolved in ethyl alcohol (90 ml) and 1 M sodium hydroxide solution (38 ml) was added. The reaction mixture was refluxed under heating for 12 hr, and the mixture was concentrated under reduced pressure. To the obtained residue were added water and ethyl acetate, and the mixture was partitioned. The aqueous layer was filtered, and aqueous citric acid was added to the filtrate. The precipitated crystals were collected by f... The reactants are ClC1=CC(=C2C(=N1)CCC2)Cl (2,4-dichloro-6,7-dihydro-5H-cyclopenta[b]pyridine), ClC=1C=C(C=C(C1)Cl)B(O)O ((3,5-dichlorophenyl)boronic acid), hydrochloride salt. Product: Cl.ClC1=C2C(=NC(=C1)C1=CC(=CC(=C1)Cl)Cl)CCC2 (4-chloro-2-(3,5-dichlorophenyl)-6,7-dihydro-5H-cyclopenta[b]pyridine hydrochloride). The yield is 57.8%. Reaction SMILES: [Cl:1][C:2]1[N:7]=[C:6]2[CH2:8][CH2:9][CH2:10][C:5]2=[C:4]([Cl:11])[CH:3]=1.[Cl:12][C:13]1[CH:14]=[C:15](B(O)O)[CH:16]=[C:17]([Cl:19])[CH:18]=1>>[ClH:1].[Cl:11][C:4]1[CH:3]=[C:2]([C:15]2[CH:14]=[C:13]([Cl:12])[CH:18]=[C:17]([Cl:19])[CH:16]=2)[N:7]=[C:6]2[CH2:8][CH2:9][CH2:10][C:5]=12 |f:2.3|. Procedure details: Following General Procedure F, 2,4-dichloro-6,7-dihydro-5H-cyclopenta[b]pyridine (0.300 g, 1.60 mmol) was reacted with (3,5-dichlorophenyl)boronic acid (0.396 g, 2.07 mmol), followed by the formation of the hydrochloride salt to afford the title compound (0.310 g, 100%) as a white solid. MW=335.06. 1H NMR (CD3OD, 300 MHz) δ 14.06 (s, 1H), 8.02-7.93 (m, 2H), 7.71 (s, 1H), 7.50 (t, J=1.8 Hz, 1H), 3.17-3.01 (m, 4H), 2.27-2.17 (m, 2H); APCI MS m/z 297 [M+H]+. Starting materials: FC=1C=CC(=C(C(=O)NC2=NC=C(C=C2)Cl)C1)NC(C1=C(C=C(C=C1)F)OCCO)=O (5-fluoro-2-[4-fluoro-2-(2-hydroxyethoxy)-benzoylamino]-N-(5-chloropyridin-2-yl)-benzamide), CN1CCNCCC1 (1-methyl-hexahydro-1,4-diazepine). The product is FC=1C=CC(=C(C(=O)NC2=NC=C(C=C2)Cl)C1)NC(C1=C(C=C(C=C1)N1CCN(CCC1)C)OCCO)=O (5-Fluoro-2-[2-(2-hydroxyethoxy)-4-(4-methylhexahydro-1,4-diazepin-1-yl)benzoylamino]-N-(5-chloropyridin-2-yl)-benzamide). Reaction SMILES: [F:1][C:2]1[CH:3]=[CH:4][C:5]([NH:18][C:19](=[O:31])[C:20]2[CH:25]=[CH:24][C:23](F)=[CH:22][C:21]=2[O:27][CH2:28][CH2:29][OH:30])=[C:6]([CH:17]=1)[C:7]([NH:9][C:10]1[CH:15]=[CH:14][C:13]([Cl:16])=[CH:12][N:11]=1)=[O:8].[CH3:32][N:33]1[CH2:39][CH2:38][CH2:37][NH:36][CH2:35][CH2:34]1>>[F:1][C:2]1[CH:3]=[CH:4][C:5]([NH:18][C:19](=[O:31])[C:20]2[CH:25]=[CH:24][C:23]([N:36]3[CH2:37][CH2:38][CH2:39][N:33]([CH3:32])[CH2:34][CH2:35]3)=[CH:22][C:21]=2[O:27][CH2:28][CH2:29][OH:30])=[C:6]([CH:17]=1)[C:7]([NH:9][C:10]1[CH:15]=[CH:14][C:13]([Cl:16])=[CH:12][N:11]=1)=[O:8]. Procedure details: Prepared from 5-fluoro-2-[4-fluoro-2-(2-hydroxyethoxy)-benzoylamino]-N-(5-chloropyridin-2-yl)-benzamide and 1-methyl-hexahydro-1,4-diazepine to afford 25 mg (24%). Conditions: time 16 hour. Procedure: To a solution of N-(6-acetoxy naphthalene-2-sulfonyl)-D-valine tert-butyl ester (3.15 g, 7.48 mmol) in N,N-dimethylformamide (15 mL) is added potassium carbonate (3.09 g, 22.36 mmol), followed by 1-bromo-3-methyl butane (1.79 mL, 14.94 mmol), and the reaction is allowed to stir at ambient temperature for 16 h. Another equivalent of 1-bromo-3-methyl butane (0.9 mL, 7.5 mmol) is added and the reaction is allowed to stir for 16 h at ambient temperature. The reaction is poured over water and extract... As a reaction SMILES: [C:1]([O:5][C:6](=[O:29])[C@@H:7]([CH:26]([CH3:28])[CH3:27])[NH:8][S:9]([C:12]1[CH:21]=[CH:20][C:19]2[C:14](=[CH:15][CH:16]=[C:17]([O:22][C:23](=[O:25])[CH3:24])[CH:18]=2)[CH:13]=1)(=[O:11])=[O:10])([CH3:4])([CH3:3])[CH3:2].C(=O)([O-])[O-].[K+].[K+].Br[CH2:37][CH2:38][CH:39]([CH3:41])[CH3:40].O>CN(C)C=O>[C:1]([O:5][C:6](=[O:29])[C@@H:7]([CH:26]([CH3:27])[CH3:28])[N:8]([CH2:37][CH2:38][CH:39]([CH3:41])[CH3:40])[S:9]([C:12]1[CH:21]=[CH:20][C:19]2[C:14](=[CH:15][CH:16]=[C:17]([O:22][C:23](=[O:25])[CH3:24])[CH:18]=2)[CH:13]=1)(=[O:11])=[O:10])([CH3:4])([CH3:3])[CH3:2] |f:1.2.3|. Starting materials: BrCCC(C)C (1-bromo-3-methyl butane), O (water), C(C)(C)(C)OC([C@H](NS(=O)(=O)C1=CC2=CC=C(C=C2C=C1)OC(C)=O)C(C)C)=O (N-(6-acetoxy naphthalene-2-sulfonyl)-D-valine tert-butyl ester), C([O-])([O-])=O.[K+].[K+] (potassium carbonate), BrCCC(C)C (1-bromo-3-methyl butane). Isolated yield 68.0%. Solvent: CN(C=O)C (N,N-dimethylformamide). Product: C(C)(C)(C)OC([C@H](N(S(=O)(=O)C1=CC2=CC=C(C=C2C=C1)OC(C)=O)CCC(C)C)C(C)C)=O (N-isoamyl-N-(6-acetoxy naphthalene-2-sulfonyl)-D-valine tert-butyl ester). Reactants: C(=O)([O-])[O-].[Cs+].[Cs+] (Cs2CO3), CI (MeI), BrC=1C=C(C(=C(C(=O)O)C1)O)C (5-bromo-2-hydroxy-3-methyl-benzoic acid), C(=O)([O-])[O-].[K+].[K+] (K2CO3), CI (MeI). Solvent: O (water), CN(C)C=O (DMF), O (Water), CC(=O)C (acetone). Reaction conditions: temperature 58 celsius, time 8 hour. Product: BrC=1C=C(C(=C(C(=O)OC)C1)OC)C (Methyl 5-bromo-2-methoxy-3-methyl-benzoate). The yield is 77.8%. RXN SMILES: [Br:1][C:2]1[CH:3]=[C:4](C)[C:5](O)=[C:6]([CH:10]=1)[C:7](O)=O.[C:13]([O-:16])([O-])=[O:14].[K+].[K+].[CH3:19]I.[C:21]([O-:24])([O-])=O.[Cs+].[Cs+]>CC(C)=O.CN(C=O)C.O>[Br:1][C:2]1[CH:10]=[C:6]([CH3:7])[C:5]([O:24][CH3:21])=[C:4]([CH:3]=1)[C:13]([O:16][CH3:19])=[O:14] |f:1.2.3,5.6.7|. Procedure details: To a solution of 5-bromo-2-hydroxy-3-methyl-benzoic acid (3 g, 12.9 mmol, 1.0 eq) and K2CO3 (5.38 g, 38.9 mmol, 3.0 eq) in acetone (15 mL) was added MeI (5.53 g, 38.9 mmol, 3.0 eq). The mixture was stirred at 58° C. overnight. TLC indicated that the reaction was not completed. Water was added and the aqueous layer extracted with EtOAc. The organic extract was washed with water and brine, dried (Na2SO4) filtered and evaporated in vacuo. The crude solid obtained was dissolved in DMF (20 mL) and Cs...